From a dataset of the Open Reaction Database (ORD), a public repository of structured organic reaction records. describe an organic reaction: reactants, conditions, products, and yield Starting materials: Cl (hydrochloric acid), OCC1=NC=2N(C(=C1)S)N=C(N2)C(=O)OC (Methyl 5-(hydroxymethyl)-7-mercapto-s-triazolo[1,5-a]pyrimidine-2-carboxylate), acid, NO (hydroxylamine). Run in CO (methanol). Reaction conditions: time 48 hour. Product: SC1=CC(=NC=2N1N=C(N2)C(=O)NO)CO (7-mercapto-N-hydroxy-5-(hydroxymethyl)-s-triazolo[1,5-a]pyrimidine-2-carboxamide). Isolated yield 59.8%. Reaction SMILES: [OH:1][CH2:2][C:3]1[CH:8]=[C:7]([SH:9])[N:6]2[N:10]=[C:11]([C:13]([O:15]C)=O)[N:12]=[C:5]2[N:4]=1.[NH2:17][OH:18].Cl>CO>[SH:9][C:7]1[N:6]2[N:10]=[C:11]([C:13]([NH:17][OH:18])=[O:15])[N:12]=[C:5]2[N:4]=[C:3]([CH2:2][OH:1])[CH:8]=1. Procedure: Methyl 5-(hydroxymethyl)-7-mercapto-s-triazolo[1,5-a]pyrimidine-2-carboxylate (100 mg) (0.416 mmol) are dissolved in about 5 ml of methanol. 275 mg (8.3 mmol) of hydroxylamine are added thereto at room temperature while stirring within 48 hours. The reaction mixture is made acid (pH 5.5) with 3N aqueous hydrochloric acid. The product is filtered off under suction and crystallized from methanol. There are obtained 60 mg of 7-mercapto-N-hydroxy-5-(hydroxymethyl)-s-triazolo[1,5-a]pyrimidine-2-carbo... Starting materials: C[O-].[Na+] (sodium methoxide), CC=1OC(=CC1S)C (2,5-dimethyl-3-furan thiol), C[O-].[Na+] (sodium methoxide), C[O-].[Na+] (sodium methoxide), ClC(CC)C(CCC)=O (3-chloro-4-heptanone), O (water). The solvent is CO (methanol), CO (methanol), CO (methanol). Reaction conditions: temperature 23 celsius, time 1 hour. Product: C(C)C(C(=O)CCC)SC1=C(OC(=C1)C)C ((1,3-DIETHYLACETONYL)(2,5-DIMETHYL-3-FURYL)SULFIDE). RXN SMILES: C[O-].[Na+].[CH3:4][C:5]1[O:6][C:7]([CH3:11])=[CH:8][C:9]=1[SH:10].Cl[CH:13]([C:16](=[O:20])[CH2:17][CH2:18][CH3:19])[CH2:14][CH3:15].O>CO>[CH2:14]([CH:13]([S:10][C:9]1[CH:8]=[C:7]([CH3:11])[O:6][C:5]=1[CH3:4])[C:16]([CH2:17][CH2:18][CH3:19])=[O:20])[CH3:15] |f:0.1|. Procedure: Into a 25 ml round bottom 3 neck flask equipped with magnetic stirrer, Y tube, nitrogen inlet, reflux condenser and thermometer is placed a solution of 0.27 g (0.005 moles) of sodium methoxide dissolved in 3 ml absolute methanol. The sodium methoxide solution is cooled using a water bath to 25° C. A solution of 0.64 g (0.005 moles) of 2,5-dimethyl-3-furan thiol in 3 ml of absolute methanol is then added to the sodium methoxide solution dropwise from a pipette while maintaining the temperature of... As a reaction SMILES: [C:1]([CH2:3][C:4](O)=[O:5])#[N:2].[CH2:7]([O:9][C:10]([C:12]1[C:16]([C:17]2[CH:22]=[CH:21][C:20]([O:23][CH2:24][CH:25]=[CH2:26])=[CH:19][CH:18]=2)=[C:15]([CH3:27])[S:14][C:13]=1[NH2:28])=[O:11])[CH3:8].C([O-])([O-])=O.[Na+].[Na+]>C(Cl)Cl>[CH2:7]([O:9][C:10]([C:12]1[C:16]([C:17]2[CH:22]=[CH:21][C:20]([O:23][CH2:24][CH:25]=[CH2:26])=[CH:19][CH:18]=2)=[C:15]([CH3:27])[S:14][C:13]=1[NH:28][C:4](=[O:5])[CH2:3][C:1]#[N:2])=[O:11])[CH3:8] |f:2.3.4|. Starting materials: C(#N)CC(=O)O (cyanoacetic acid), C(C)OC(=O)C1=C(SC(=C1C1=CC=C(C=C1)OCC=C)C)N (4-(4-Allyloxyphenyl)-2-amino-5-methyl-thiophene-3-carboxylic acid ethyl ester), C(=O)([O-])[O-].[Na+].[Na+] (Na2CO3). Product: C(C)OC(=O)C1=C(SC(=C1C1=CC=C(C=C1)OCC=C)C)NC(CC#N)=O (4-(4-Allyloxy-phenyl)-2-(2-cyano-acetylamino)-5-methyl-thiophene-3-carboxylic acid ethyl ester). Solvent: C(Cl)Cl (CH2Cl2), C(Cl)Cl (CH2Cl2). The yield is 100.7%. Reported procedure: To PCl15 (854 g, 4.1 mol) in 10 mL anhydrous CH2Cl2 was added cyanoacetic acid (348 g, 4.1 mmol). The reaction mixture was refluxed for 0.5 h, and then 4-(4-Allyloxyphenyl)-2-amino-5-methyl-thiophene-3-carboxylic acid ethyl ester from Example 29B (1.0 g, 3.1 mmol) in 5 ml anhydrous CH2Cl2 was added dropwise at room temperature. The reaction mixture was refluxed for 1 h and cooled to room temperature, and then saturated aq. Na2CO3 was added until pH=7. The organic layer was washed with brine, dri... The reactants are 7α,17α-dimethyl-4-androstene-3β,17β,19-triol, 7α-methyl-17α-propinyl-4-androstene-3β,17β,19-triol, CC1=C2C[C@H]([C@H]3[C@@H]4CC[C@@H]([C@@]4(C)CC[C@@H]3[C@]2(CC[C@@H]1O)CO)O)C (4,7α-dimethyl-4-androstene-3β,17β,19-triol), C[C@H]1[C@H]2[C@@H]3CC[C@@H]([C@@]3(C)CC[C@@H]2[C@]2(CC[C@@H](C=C2C1)O)CO)O (7α-methyl-4-androstene-3β,17β,19-triol). Yields the product O[C@@H]1[C@]2(C)[C@@H](CC1)[C@@H]1[C@@H](CC3=C(C(CC[C@]3(CO)[C@H]1CC2)=O)C)C (17β,19-dihydroxy-4,7α-dimethyl-4-androsten-3-one), 17β,19-dihydroxy-7α,17α-dimethyl-4-androsten-3-one, O[C@@]1([C@]2(C)[C@@H](CC1)[C@@H]1[C@@H](CC3=CC(CC[C@]3(CO)[C@H]1CC2)=O)C)C#CC (17β,19-dihydroxy-7α-methyl-17α-propinyl-4-androsten-3-one). RXN SMILES: [CH3:1][C:2]1[C@@H:19]([OH:20])[CH2:18][CH2:17][C@@:16]2([CH2:21][OH:22])[C:3]=1[CH2:4][C@@H:5]([CH3:24])[C@@H:6]1[C@@H:15]2[CH2:14][CH2:13][C@@:11]2([CH3:12])[C@H:7]1[CH2:8][CH2:9][C@@H:10]2[OH:23].[CH3:25][C@@H:26]1[CH2:43][C:42]2[C@:37]([CH2:45][OH:46])([CH2:38][CH2:39][C@H:40]([OH:44])[CH:41]=2)[C@@H:36]2[C@@H:27]1[C@H:28]1[C@@:32]([CH2:34][CH2:35]2)([CH3:33])[C@@H:31]([OH:47])[CH2:30][CH2:29]1>>[OH:23][C@H:10]1[CH2:9][CH2:8][C@H:7]2[C@H:6]3[C@H:15]([CH2:14][CH2:13][C@:11]12[CH3:12])[C@:16]1([CH2:21][OH:22])[C:3](=[C:2]([CH3:1])[C:19](=[O:20])[CH2:18][CH2:17]1)[CH2:4][C@H:5]3[CH3:24].[OH:47][C@@:31]1([C:1]#[C:2][CH3:3])[CH2:30][CH2:29][C@H:28]2[C@H:27]3[C@H:36]([CH2:35][CH2:34][C@:32]12[CH3:33])[C@:37]1([CH2:45][OH:46])[C:42](=[CH:41][C:40](=[O:44])[CH2:39][CH2:38]1)[CH2:43][C@H:26]3[CH3:25]. Reported procedure: Substituting 4,7α-dimethyl-4-androstene-3β,17β,19-triol, 7α,17α-dimethyl-4-androstene-3β,17β,19-triol and 7α-methyl-17α-propinyl-4-androstene-3β,17β,19-triol for the 7α-methyl-4-androstene-3β,17β,19-triol above results in the formation of 17β,19-dihydroxy-4,7α-dimethyl-4-androsten-3-one, 17β,19-dihydroxy-7α,17α-dimethyl-4-androsten-3-one and 17β,19-dihydroxy-7α-methyl-17α-propinyl-4-androsten-3-one, respectively. Starting materials: C(#N)C1=C(C2=C(CCN(CC2)C(C(F)(F)F)=O)C=C1)OS(=O)(=O)C(F)(F)F (7-cyano-3-(2,2,2-trifluoroacetyl)-6-trifluoromethanesulfonyloxy-2,3,4,5-tetrahydro-1H-benzo[d]azepine), C([O-])([O-])=O.[Cs+].[Cs+] (cesium carbonate), C(C1=CC=CC=C1)N (benzylamine), C=1C=CC(=CC1)P(C=2C=CC=CC2)C3=CC=C4C=CC=CC4=C3C5=C6C=CC=CC6=CC=C5P(C=7C=CC=CC7)C=8C=CC=CC8 (BINAP). The reagents and catalysts are C(C)(=O)[O-].[Pd+2].C(C)(=O)[O-] (palladium(II) acetate). Solvent: C1(=CC=CC=C1)C (toluene). The product is C(C1=CC=CC=C1)NC1=C(C=CC=2CCN(CCC21)C(C(F)(F)F)=O)C#N (6-benzylamino-7-cyano-3-(2,2,2-trifluoroacetyl)-2,3,4,5-tetrahydro-1H-benzo[d]azepine). Isolated yield 53.6%. RXN SMILES: [C:1]([C:3]1[CH:19]=[CH:18][C:6]2[CH2:7][CH2:8][N:9]([C:12](=[O:17])[C:13]([F:16])([F:15])[F:14])[CH2:10][CH2:11][C:5]=2[C:4]=1OS(C(F)(F)F)(=O)=O)#[N:2].[CH2:28]([NH2:35])[C:29]1[CH:34]=[CH:33][CH:32]=[CH:31][CH:30]=1.C1C=CC(P(C2C(C3C(P(C4C=CC=CC=4)C4C=CC=CC=4)=CC=C4C=3C=CC=C4)=C3C(C=CC=C3)=CC=2)C2C=CC=CC=2)=CC=1.C(=O)([O-])[O-].[Cs+].[Cs+]>C1(C)C=CC=CC=1.C([O-])(=O)C.[Pd+2].C([O-])(=O)C>[CH2:28]([NH:35][C:4]1[C:5]2[CH2:11][CH2:10][N:9]([C:12](=[O:17])[C:13]([F:16])([F:15])[F:14])[CH2:8][CH2:7][C:6]=2[CH:18]=[CH:19][C:3]=1[C:1]#[N:2])[C:29]1[CH:34]=[CH:33][CH:32]=[CH:31][CH:30]=1 |f:3.4.5,7.8.9|. Procedure: Use a method similar to the General Procedure 5-1 to couple 7-cyano-3-(2,2,2-trifluoroacetyl)-6-trifluoromethanesulfonyloxy-2,3,4,5-tetrahydro-1H-benzo[d]azepine (125 mg, 0.3 mmol) with benzylamine (0.1 mL, 0.9 mmol) using palladium(II) acetate (7 mg, 0.03 mmol), BINAP (37 mg, 0.06 mmol) and cesium carbonate (137 mg, 0.4 mmol) in toluene (3 mL). Purify by chromatography on silica gel eluting with heptane/EtOAc (4:1 to 1:1) to give 6-benzylamino-7-cyano-3-(2,2,2-trifluoroacetyl)-2,3,4,5-tetrahydr...